From a dataset of the Open Reaction Database (ORD), a public repository of structured organic reaction records. describe an organic reaction: reactants, conditions, products, and yield Starting materials: CCc1cc(-c2cncc(C(=O)O)c2)c(C)[nH]c1=O, COCCN. Yields the product CCc1cc(-c2cncc(C(=O)NCCOC)c2)c(C)[nH]c1=O. Reaction SMILES: [CH2:1]([CH3:2])[c:3]1[cH:4][c:5](-[c:11]2[cH:12][n:13][cH:14][c:15]([C:17](=[O:18])[OH:19])[cH:16]2)[c:6]([CH3:10])[nH:7][c:8]1=[O:9].[CH3:20][O:21][CH2:22][CH2:23][NH2:24]>>[CH2:1]([CH3:2])[c:3]1[cH:4][c:5](-[c:11]2[cH:12][n:13][cH:14][c:15]([C:17](=[O:19])[NH:24][CH2:23][CH2:22][O:21][CH3:20])[cH:16]2)[c:6]([CH3:10])[nH:7][c:8]1=[O:9]. Starting materials: BrBr (Bromine), ClC1=CC(=CC(=C1)F)Cl (1,3-dichloro-5-fluorobenzene), ferrous. Conditions: time 16 hour. Product: BrC1=C(C=C(C=C1Cl)F)Cl (1-Bromo-2,6-dichloro-4-fluoro-benzene). Isolated yield 41.7%. RXN SMILES: [Br:1]Br.[Cl:3][C:4]1[CH:9]=[C:8]([F:10])[CH:7]=[C:6]([Cl:11])[CH:5]=1>>[Br:1][C:5]1[C:4]([Cl:3])=[CH:9][C:8]([F:10])=[CH:7][C:6]=1[Cl:11]. Reported procedure: Bromine (0.6 mol) is added to a mixture of 1,3-dichloro-5-fluorobenzene (0.6 mol) and ferrous powder within 2 hours. The brown reaction mixture is stirred 16 hours at room temperature and subsequently washed with dichloromethane and water. The organic layer is separated, washed with sodium hydrogen carbonate solution and dried with anhydrous sodium sulphate. The solvent is evaporated under reduced pressure. The raw product is recrystallized in ethanol to yield 61 g of the product as a white powd... Reactants: C(C)(=O)Cl (acetyl chloride), NC1=CC=C(C(=N1)C)C1=CC=C(C(=O)OC)C=C1 (methyl 4-(6-amino-2-methylpyridin-3-yl)benzoate), N1=CC=CC=C1 (pyridine), C(C)(=O)Cl (acetyl chloride). The solvent is C(Cl)Cl (DCM). The product is C(C)(=O)NC1=CC=C(C(=N1)C)C1=CC=C(C(=O)OC)C=C1 (Methyl 4-(6-acetamido-2-methylpyridin-3-yl)benzoate). Yield: 100.8%. RXN SMILES: [NH2:1][C:2]1[N:7]=[C:6]([CH3:8])[C:5]([C:9]2[CH:18]=[CH:17][C:12]([C:13]([O:15][CH3:16])=[O:14])=[CH:11][CH:10]=2)=[CH:4][CH:3]=1.N1C=CC=CC=1.[C:25](Cl)(=[O:27])[CH3:26]>C(Cl)Cl>[C:25]([NH:1][C:2]1[N:7]=[C:6]([CH3:8])[C:5]([C:9]2[CH:18]=[CH:17][C:12]([C:13]([O:15][CH3:16])=[O:14])=[CH:11][CH:10]=2)=[CH:4][CH:3]=1)(=[O:27])[CH3:26]. Reported procedure: A stirred solution of methyl 4-(6-amino-2-methylpyridin-3-yl)benzoate (Description 7 in EP 97/17351, 300 mg, 1.2 mmole) and pyridine (0.16 ml, 2.0 mmole) in DCM (35 ml) at 0° C. under argon was treated with acetyl chloride (120 mg, 1.5 mmole) and allowed to warm to room temperature over 1 h. Additional acetyl chloride (120 mg) was added, the mixture maintained at room temperature for a further 1 h, then washed with 10% Na2CO3 solution, dried (Na2SO4) and concentrated under vacuum to afford the t...